Dataset: the Open Reaction Database (ORD), a public repository of structured organic reaction records. Task: describe an organic reaction: reactants, conditions, products, and yield Reactants: CCOCC, O=C(O)C(=O)N1CCC(Cc2ccc(F)cc2)CC1, N#Cc1ccc(N)cc1. Product: N#Cc1ccc(NC(=O)C(=O)N2CCC(Cc3ccc(F)cc3)CC2)cc1. Reaction SMILES: [CH2:29]([O:30][CH2:31][CH3:32])[CH3:33].[F:10][c:11]1[cH:12][cH:13][c:14]([CH2:15][CH:16]2[CH2:17][CH2:18][N:19]([C:22]([C:23](=[O:24])[OH:25])=[O:26])[CH2:20][CH2:21]2)[cH:27][cH:28]1.[NH2:1][c:2]1[cH:3][cH:4][c:5]([C:6]#[N:7])[cH:8][cH:9]1>>[NH:1]([c:2]1[cH:3][cH:4][c:5]([C:6]#[N:7])[cH:8][cH:9]1)[C:23]([C:22]([N:19]1[CH2:18][CH2:17][CH:16]([CH2:15][c:14]2[cH:13][cH:12][c:11]([F:10])[cH:28][cH:27]2)[CH2:21][CH2:20]1)=[O:26])=[O:24]. The reactants are O=C([O-])[O-], Cc1ncc[nH]1, CS(C)=O, CCOC(=O)c1ccc(F)cc1, [K+], [K+], O. The product is CCOC(=O)c1ccc(-n2ccnc2C)cc1. As a reaction SMILES: [C:19](=[O:20])([O-:21])[O-:22].[CH3:1][c:2]1[nH:3][cH:4][cH:5][n:6]1.[CH3:26][S:27]([CH3:28])=[O:29].[F:7][c:8]1[cH:9][cH:10][c:11]([C:12](=[O:13])[O:14][CH2:15][CH3:16])[cH:17][cH:18]1.[K+:23].[K+:24].[OH2:25]>>[CH3:1][c:2]1[n:3](-[c:8]2[cH:9][cH:10][c:11]([C:12](=[O:13])[O:14][CH2:15][CH3:16])[cH:17][cH:18]2)[cH:4][cH:5][n:6]1. Reactants: [Br-], [Br-], [Br-], [Li+], BrP(Br)Br, [Zn+2], Cc1ccc(CCC(O)C2CC2)cc1. Product: Cc1ccc(CCC=CCCBr)cc1. As a reaction SMILES: [Br-:20].[Br-:21].[Br-:23].[Li+:19].[P:15]([Br:16])([Br:17])[Br:18].[Zn+2:22].[c:1]1([CH3:14])[cH:2][cH:3][c:4]([CH2:7][CH2:8][CH:9]([OH:10])[CH:11]2[CH2:12][CH2:13]2)[cH:5][cH:6]1>>[c:1]1([CH3:14])[cH:2][cH:3][c:4]([CH2:7][CH2:8][CH:9]=[CH:11][CH2:12][CH2:13][Br:16])[cH:5][cH:6]1. Starting materials: NC1CC2CCC(C1)N2C(=O)OC(C)(C)C (tert-butyl 3-amino-8-azabicyclo[3.2.1]octane-8-carboxylate), N1N=NC(=C1)CCCC(=O)O (4-(1H-1,2,3-Triazol-4-yl)butanoic acid), C(CC)P1(OP(OP(O1)(=O)CCC)(=O)CCC)=O (T3P), TEA. The solvent is CN(C)C=O (DMF), CN(C)C=O (DMF). Product: N1N=NC(=C1)CCCC(=O)NC1CC2CCC(C1)N2C(=O)OC(C)(C)C (Tert-butyl 3-(4-(1H-1,2,3-triazol-4-yl)butanamido)-8-azabicyclo[3.2.1]octane-8-carboxylate). Reaction SMILES: [NH2:1][CH:2]1[CH2:8][CH:7]2[N:9]([C:10]([O:12][C:13]([CH3:16])([CH3:15])[CH3:14])=[O:11])[CH:4]([CH2:5][CH2:6]2)[CH2:3]1.[NH:17]1[CH:21]=[C:20]([CH2:22][CH2:23][CH2:24][C:25](O)=[O:26])[N:19]=[N:18]1.C(P1(=O)OP(CCC)(=O)OP(CCC)(=O)O1)CC>CN(C=O)C>[NH:17]1[CH:21]=[C:20]([CH2:22][CH2:23][CH2:24][C:25]([NH:1][CH:2]2[CH2:3][CH:4]3[N:9]([C:10]([O:12][C:13]([CH3:16])([CH3:15])[CH3:14])=[O:11])[CH:7]([CH2:6][CH2:5]3)[CH2:8]2)=[O:26])[N:19]=[N:18]1. Procedure details: A reaction mixture comprising of tert-butyl 3-amino-8-azabicyclo[3.2.1]octane-8-carboxylate (250 mg, 1.105 mmol), 4-(1H-1,2,3-triazol-4-yl)butanoic acid (Example 17, step 4) (171 mg, 1.105 mmol), T3P® 50% DMF (1.29 ml, 2.209 mmol) and TEA (462 μl, 3.31 mmol) in DMF (3.6 ml) was stirred for 4 hours. The reaction mixture was concentrated under reduced pressure. The resulting oil was diluted with DCM and washed with water. The organic portion was dried over MgSO4, filtered and concentrated under re... Starting materials: COC(=O)C=1OC(=CC1)CC(=O)OC (5-methoxycarbonylmethyl-furan-2-carboxylic acid methyl ester), [OH-].[Na+] (NaOH). Run in CO (methanol). Run at time 18 hour. The product is C(=O)(O)CC1=CC=C(O1)C(=O)O (5-carboxymethyl-furan-2-carboxylic acid). As a reaction SMILES: C[O:2][C:3]([C:5]1[O:6][C:7]([CH2:10][C:11]([O:13]C)=[O:12])=[CH:8][CH:9]=1)=[O:4].[OH-].[Na+]>CO>[C:11]([CH2:10][C:7]1[O:6][C:5]([C:3]([OH:4])=[O:2])=[CH:9][CH:8]=1)([OH:13])=[O:12] |f:1.2|. Reported procedure: To a solution of 5-methoxycarbonylmethyl-furan-2-carboxylic acid methyl ester (250 mg, 1.26 mmol) in methanol (5 mL) is added 1N NaOH (2.78 mL, 2.78 mmol) and the mixture is stirred at room temperature for 18 hours. The solvent is removed under reduced pressure and 2.78 mL of 1N HCl is added to the residue. The resulting solution is lyophilized to give 5-carboxymethyl-furan-2-carboxylic acid. Reactants: C[Si](C)(C)N=C=O, CCN(C(C)C)C(C)C, Cc1c(N2CCCC2CC(=O)NN)ccc(C#N)c1Cl, ClCCl. Product: Cc1c(N2CCCC2CC(=O)NNC(N)=O)ccc(C#N)c1Cl. RXN SMILES: [CH3:21][Si:22]([CH3:23])([CH3:24])[N:25]=[C:26]=[O:27].[CH:31]([N:32]([CH:33]([CH3:34])[CH3:35])[CH2:36][CH3:37])([CH3:38])[CH3:39].[Cl:1][c:2]1[c:3]([CH3:20])[c:4]([N:10]2[CH:11]([CH2:15][C:16](=[O:17])[NH:18][NH2:19])[CH2:12][CH2:13][CH2:14]2)[cH:5][cH:6][c:7]1[C:8]#[N:9].[Cl:28][CH2:29][Cl:30]>>[Cl:1][c:2]1[c:3]([CH3:20])[c:4]([N:10]2[CH:11]([CH2:15][C:16](=[O:17])[NH:18][NH:19][C:26]([NH2:25])=[O:27])[CH2:12][CH2:13][CH2:14]2)[cH:5][cH:6][c:7]1[C:8]#[N:9]. Solvent: CN1C(CCC1)=O (N-methyl-2-pyrrolidone). Yield: 79.2%. As a reaction SMILES: [Cl:1][C:2]1[CH:9]=[CH:8][C:5]([C:6]#[N:7])=[C:4]([N+]([O-])=O)[CH:3]=1.[Cl-].[Li+].[Cl-].[Al+3].[Cl-].[Cl-].[Cl:19]C(Cl)C>CN1CCCC1=O>[Cl:19][C:4]1[CH:3]=[C:2]([Cl:1])[CH:9]=[CH:8][C:5]=1[C:6]#[N:7] |f:1.2,3.4.5.6|. Procedure details: 4.55 parts of 4-chloro-2-nitrobenzonitrile, 0.42 parts of lithium chloride, 1.11 parts of anhydrous aluminum chloride and 15 parts of N-methyl-2-pyrrolidone were reacted at 180° C. for 3 hours after the pattern of EXAMPLE B1. The reaction solution was added with 100 parts of dichloroethane, agitated for 30 minutes and filtered. Dichloroethane was distilled off from the filtrate and the residue was added with water to precipitate the crude crystals. The crude crystals were recrystallized by using... Reactants: ClC(C)Cl (dichloroethane), ClC1=CC(=C(C#N)C=C1)[N+](=O)[O-] (4-chloro-2-nitrobenzonitrile), [Cl-].[Li+] (lithium chloride), [Cl-].[Al+3].[Cl-].[Cl-] (aluminum chloride). Yields the product ClC1=C(C#N)C=CC(=C1)Cl (2,4-dichlorobenzonitrile). Conditions: time 30 minute. The reactants are C(C)(C)(C)OC(NC1=C(C=C(C=C1)C1=CC=NC=C1)N)=O ((2-amino-4-pyridin-4-yl-phenyl)-carbamic acid tert.-butyl ester), CC1(OC(C=C(O1)C=1C=C(C#N)C=CC1)=O)C (3-(2,2-dimethyl-6-oxo-6H-[1,3]dioxin-4-yl)-benzonitrile), C(=O)(C(F)(F)F)O (TFA). Solvent: C(Cl)Cl (CH2Cl2). The product is O=C1NC2=C(N=C(C1)C=1C=C(C#N)C=CC1)C=CC(=C2)C2=CC=NC=C2 (3-(4-Oxo-7-pyridin-4-yl-4,5-dihydro-3H-benzo[b][1,4]diazepin-2-yl)-benzonitrile). Reaction SMILES: C(OC(=O)[NH:7][C:8]1[CH:13]=[CH:12][C:11]([C:14]2[CH:19]=[CH:18][N:17]=[CH:16][CH:15]=2)=[CH:10][C:9]=1[NH2:20])(C)(C)C.CC1(C)O[C:27]([C:29]2[CH:30]=[C:31]([CH:34]=[CH:35][CH:36]=2)[C:32]#[N:33])=[CH:26][C:25](=[O:37])O1.C(O)(C(F)(F)F)=O>C(Cl)Cl>[O:37]=[C:25]1[CH2:26][C:27]([C:29]2[CH:30]=[C:31]([CH:34]=[CH:35][CH:36]=2)[C:32]#[N:33])=[N:7][C:8]2[CH:13]=[CH:12][C:11]([C:14]3[CH:15]=[CH:16][N:17]=[CH:18][CH:19]=3)=[CH:10][C:9]=2[NH:20]1. Procedure: Prepared from (2-amino-4-pyridin-4-yl-phenyl)-carbamic acid tert.-butyl ester (Example G28) and 3-(2,2-dimethyl-6-oxo-6H-[1,3]dioxin-4-yl)-benzonitrile (Example J4) according to the general procedure K. The obtained material was deprotected and cyclized by treatment with TFA in CH2Cl2 according to the general procedure M. Obtained as a red-brown solid (25 mg). The reactants are COc1ccc(C(=O)Cl)cc1, CCN(CC)CCCOc1ccc(-c2cc3ccccc3o2)cc1, ClCCl, [Cl-], Cl, O. Yields the product CCN(CC)CCCOc1ccc(-c2oc3ccccc3c2C(=O)c2ccc(OC)cc2)cc1. As a reaction SMILES: [C:1]([c:2]1[cH:3][cH:4][c:5]([O:8][CH3:9])[cH:6][cH:7]1)(=[O:10])[Cl:11].[CH2:13]([CH3:14])[N:15]([CH2:16][CH2:17][CH2:18][O:19][c:20]1[cH:21][cH:22][c:23](-[c:26]2[o:27][c:28]3[c:29]([cH:30]2)[cH:31][cH:32][cH:33][cH:34]3)[cH:24][cH:25]1)[CH2:35][CH3:36].[CH2:39]([Cl:40])[Cl:41].[Cl-:37].[ClH:12].[OH2:38]>>[C:1]([c:2]1[cH:3][cH:4][c:5]([O:8][CH3:9])[cH:6][cH:7]1)(=[O:10])[c:30]1[c:26](-[c:23]2[cH:22][cH:21][c:20]([O:19][CH2:18][CH2:17][CH2:16][N:15]([CH2:13][CH3:14])[CH2:35][CH3:36])[cH:25][cH:24]2)[o:27][c:28]2[c:29]1[cH:31][cH:32][cH:33][cH:34]2.